This data is from the Open Reaction Database (ORD), a public repository of structured organic reaction records. The task is: describe an organic reaction: reactants, conditions, products, and yield Reactants: ClC1=C(C(=O)O)C=CC(=C1C(F)(F)F)F (2-Chloro-4-fluoro-3-(trifluoromethyl)benzoic acid), N1(N=NC2=C1C=CC=C2)[O-].[NH4+] (ammonium 1H-1,2,3-benzotriazol-1-olate), Cl.CN(CCCN=C=NCC)C (N-(3-dimethylaminopropyl)-N′-ethylcarbodiimide hydrochloride), C(C)N1CCOCC1 (N-ethyl morpholine), C(O)([O-])=O.[Na+] (sodium hydrogen carbonate). Solvent: ClCCl (dichloromethane). Reaction conditions: time 15 minute. The product is ClC1=C(C(=O)N)C=CC(=C1C(F)(F)F)F (2-chloro-4-fluoro-3-(trifluoromethyl)benzamide). Isolated yield 88.3%. As a reaction SMILES: [Cl:1][C:2]1[C:10]([C:11]([F:14])([F:13])[F:12])=[C:9]([F:15])[CH:8]=[CH:7][C:3]=1[C:4](O)=[O:5].[N:16]1([O-])C2C=CC=CC=2N=N1.[NH4+].Cl.CN(C)CCCN=C=NCC.C(N1CCOCC1)C.C(=O)([O-])O.[Na+]>ClCCl>[Cl:1][C:2]1[C:10]([C:11]([F:14])([F:13])[F:12])=[C:9]([F:15])[CH:8]=[CH:7][C:3]=1[C:4]([NH2:16])=[O:5] |f:1.2,3.4,6.7|. Procedure: 2-Chloro-4-fluoro-3-(trifluoromethyl)benzoic acid (0.560 g, 2.31 mmol), ammonium 1H-1,2,3-benzotriazol-1-olate (0.534 g, 3.47 mmol, prepared as described below), N-(3-dimethylaminopropyl)-N′-ethylcarbodiimide hydrochloride (0.643 g, 3.47 mmol), and N-ethyl morpholine (0.594 ml, 4.62 mmol) were stirred together in dichloromethane (30 ml) for a total of 3 hrs. Saturated aqueous sodium hydrogen carbonate (30 ml) was added and the mixture was stirred for 15 minutes. The organic layer was separated u...